From a dataset of the Open Reaction Database (ORD), a public repository of structured organic reaction records. describe an organic reaction: reactants, conditions, products, and yield The reactants are CCCC[N+](CCCC)(CCCC)CCCC, [Cl-], C1CCOC1, O, O=C(O)C(O)Cc1ccccc1, O=S(Cl)Cl. Yields the product O=C(O)C(Cl)Cc1ccccc1. Reaction SMILES: [CH2:24]([N+:25]([CH2:26][CH2:27][CH2:28][CH3:29])([CH2:30][CH2:31][CH2:32][CH3:33])[CH2:34][CH2:35][CH2:36][CH3:37])[CH2:38][CH2:39][CH3:40].[Cl-:23].[O:18]1[CH2:19][CH2:20][CH2:21][CH2:22]1.[OH2:17].[OH:5][CH:6]([C:7](=[O:8])[OH:9])[CH2:10][c:11]1[cH:12][cH:13][cH:14][cH:15][cH:16]1.[S:1]([Cl:2])([Cl:3])=[O:4]>>[Cl:3][CH:6]([C:7](=[O:8])[OH:9])[CH2:10][c:11]1[cH:12][cH:13][cH:14][cH:15][cH:16]1. Yields the product Nc1cnc(Cl)c(C(F)(F)F)c1. Starting materials: CO, [Cl-], O=[N+]([O-])c1cnc(Cl)c(C(F)(F)F)c1, [Fe], [NH4+], O. RXN SMILES: [CH3:18][OH:19].[Cl-:1].[Cl:4][c:5]1[n:6][cH:7][c:8]([N+:15]([O-:16])=[O:17])[cH:9][c:10]1[C:11]([F:12])([F:13])[F:14].[Fe:20].[NH4+:2].[OH2:3]>>[Cl:4][c:5]1[n:6][cH:7][c:8]([NH2:15])[cH:9][c:10]1[C:11]([F:12])([F:13])[F:14].